describe an organic reaction: reactants, conditions, products, and yield From a dataset of the Open Reaction Database (ORD), a public repository of structured organic reaction records. The reactants are ClC1=C(C=CC=C1)NC(NC=1C=CC(=NC1)C1=CC=C2CN(C(C2=C1)=O)[C@H](C(=O)O)C(C)C)=O ((S)-2-(6-(5-(3-(2-Chlorophenyl)ureido)pyridin-2-yl)-1-oxoisoindolin-2-yl)-3-methylbutanoic acid), CC=1C=C(C=CC1C)NC(NC1=CC(=C(C=C1)C1=CC=C2CN(C(C2=C1)=O)[C@H](C(=O)OC)C(C)C)C(F)(F)F)=O ((S)-Methyl 2-(6-(4-(3-(3,4-dimethylphenyl)ureido)-2-(trifluoromethyl)phenyl)-1-oxoisoindolin-2-yl)-3-methylbutanoate). Product: CC=1C=C(C=CC1C)NC(NC1=CC(=C(C=C1)C1=CC=C2CN(C(C2=C1)=O)[C@H](C(=O)O)C(C)C)C(F)(F)F)=O ((S)-2-(6-(4-(3-(3,4-Dimethylphenyl)ureido)-2-(trifluoromethyl)phenyl)-1-oxoisoindolin-2-yl)-3-methylbutanoic acid). Yield: 92.0%. RXN SMILES: ClC1C=CC=CC=1NC(=O)NC1C=CC(C2C=C3C(CN([C@@H](C(C)C)C(O)=O)C3=O)=CC=2)=NC=1.[CH3:35][C:36]1[CH:37]=[C:38]([NH:43][C:44](=[O:74])[NH:45][C:46]2[CH:51]=[CH:50][C:49]([C:52]3[CH:60]=[C:59]4[C:55]([CH2:56][N:57]([C@@H:62]([CH:67]([CH3:69])[CH3:68])[C:63]([O:65]C)=[O:64])[C:58]4=[O:61])=[CH:54][CH:53]=3)=[C:48]([C:70]([F:73])([F:72])[F:71])[CH:47]=2)[CH:39]=[CH:40][C:41]=1[CH3:42]>>[CH3:35][C:36]1[CH:37]=[C:38]([NH:43][C:44](=[O:74])[NH:45][C:46]2[CH:51]=[CH:50][C:49]([C:52]3[CH:60]=[C:59]4[C:55]([CH2:56][N:57]([C@@H:62]([CH:67]([CH3:69])[CH3:68])[C:63]([OH:65])=[O:64])[C:58]4=[O:61])=[CH:54][CH:53]=3)=[C:48]([C:70]([F:73])([F:71])[F:72])[CH:47]=2)[CH:39]=[CH:40][C:41]=1[CH3:42]. Procedure: The compound of example 422 was prepared analogous to the compound of example 394 by hydrolysis of the compound of example 421. Yields the product OC(CNC1=NC(=NC(=N1)NCCCCC1CC(N(C(C1)(C)C)OC)(C)C)NCCCCC1CC(N(C(C1)(C)C)OC)(C)C)C (2-[(2-Hydroxypropyl)amino]-4,6-bis[N-(1-methoxy-2,2,6,6-tetramethylpiperidin-4-yl)butylamino]-1,3,5-triazine). Reactants: NC1=NC(=NC(=N1)NCCCCC1CC(N(C(C1)(C)C)OC)(C)C)NCCCCC1CC(N(C(C1)(C)C)OC)(C)C (2-Amino-4,6-bis[N-(1-methoxy-2,2,6,6-tetramethylpiperidin-4-yl)butylamino]-1,3,5-triazine), C1C(C)O1 (propylene oxide). Reaction SMILES: [NH2:1][C:2]1[N:7]=[C:6]([NH:8][CH2:9][CH2:10][CH2:11][CH2:12][CH:13]2[CH2:18][C:17]([CH3:20])([CH3:19])[N:16]([O:21][CH3:22])[C:15]([CH3:24])([CH3:23])[CH2:14]2)[N:5]=[C:4]([NH:25][CH2:26][CH2:27][CH2:28][CH2:29][CH:30]2[CH2:35][C:34]([CH3:37])([CH3:36])[N:33]([O:38][CH3:39])[C:32]([CH3:41])([CH3:40])[CH2:31]2)[N:3]=1.[CH2:42]1[O:45][CH:43]1[CH3:44]>>[OH:45][CH:43]([CH3:44])[CH2:42][NH:1][C:2]1[N:7]=[C:6]([NH:8][CH2:9][CH2:10][CH2:11][CH2:12][CH:13]2[CH2:18][C:17]([CH3:19])([CH3:20])[N:16]([O:21][CH3:22])[C:15]([CH3:24])([CH3:23])[CH2:14]2)[N:5]=[C:4]([NH:25][CH2:26][CH2:27][CH2:28][CH2:29][CH:30]2[CH2:31][C:32]([CH3:41])([CH3:40])[N:33]([O:38][CH3:39])[C:34]([CH3:37])([CH3:36])[CH2:35]2)[N:3]=1. Procedure: The title compound is prepared from the reaction of the compound prepared in Example 20 with propylene oxide.